This data is from the Open Reaction Database (ORD), a public repository of structured organic reaction records. The task is: describe an organic reaction: reactants, conditions, products, and yield The reactants are CSC1=NC=CC(=N1)CO ([2-(methylthio)pyrimidin-4-yl]methanol), S(=O)(Cl)Cl (thionyl chloride), CN(C=O)C (N,N-dimethylformamide). RXN SMILES: [CH3:1][S:2][C:3]1[N:8]=[C:7]([CH2:9]O)[CH:6]=[CH:5][N:4]=1.S(Cl)([Cl:13])=O.CN(C)C=O>ClCCl>[Cl:13][CH2:9][C:7]1[CH:6]=[CH:5][N:4]=[C:3]([S:2][CH3:1])[N:8]=1. Conditions: time 15 hour. Reported procedure: To a solution of 13.69 g of [2-(methylthio)pyrimidin-4-yl]methanol obtained in stage a) in 250 mL of dichloromethane are added dropwise 7.67 mL of thionyl chloride, followed by 3.91 mL of N,N-dimethylformamide. The reaction mixture is stirred at room temperature for 15 hours and concentrated under reduced pressure. The residue is taken up in diisopropyl ether and the solid formed is filtered off and dried to give 10.28 g of 4-(chloromethyl)-2-(methylthio)pyrimidine, the characteristics of which ... Product: ClCC1=NC(=NC=C1)SC (4-(chloromethyl)-2-(methylthio)pyrimidine). Run in ClCCl (dichloromethane). The reactants are OC1=CC=C(C=C1)CCCN1C=NC=C1 (1-[3-(4-hydroxyphenyl)propyl]imidazole), ClCC=1N=C(OC1)C=1SC(=CC1)C#N (4-chlorometyl-2-(5-cyano-2-thienyl)oxazole). The product is C(#N)C1=CC=C(S1)C=1OC=C(N1)COC1=CC=C(C=C1)CCCN1C=NC=C1 (2-(5-cyano-2-thienyl)-4-[4-[3-(1-imidazolyl)propyl]phenoxymethyl]oxazole). Isolated yield 70.0%. As a reaction SMILES: [OH:1][C:2]1[CH:7]=[CH:6][C:5]([CH2:8][CH2:9][CH2:10][N:11]2[CH:15]=[CH:14][N:13]=[CH:12]2)=[CH:4][CH:3]=1.Cl[CH2:17][C:18]1[N:19]=[C:20]([C:23]2[S:24][C:25]([C:28]#[N:29])=[CH:26][CH:27]=2)[O:21][CH:22]=1>>[C:28]([C:25]1[S:24][C:23]([C:20]2[O:21][CH:22]=[C:18]([CH2:17][O:1][C:2]3[CH:7]=[CH:6][C:5]([CH2:8][CH2:9][CH2:10][N:11]4[CH:15]=[CH:14][N:13]=[CH:12]4)=[CH:4][CH:3]=3)[N:19]=2)=[CH:27][CH:26]=1)#[N:29]. Reported procedure: In substantially the same manner as in Working Example 72, 1-[3-(4-hydroxyphenyl)propyl]imidazole was reacted with 4-chlorometyl-2-(5-cyano-2-thienyl)oxazole to obtain 2-(5-cyano-2-thienyl)-4-[4-[3-(1-imidazolyl)propyl]phenoxymethyl]oxazole. The yield was 70%. Recrystallization from ethyl acetate-hexane gave colorless prisms, mp 73-74° C. Reactants: N(=O)[O-].[Na+] (sodium nitrite), C(C)OC(CC1=CC(=CC=C1)N)=O ((3-aminophenyl)acetic acid ethyl ester), O.O.Cl[Sn]Cl (SnCl2.2H2O). Solvent: Cl (HCl), Cl (HCl). Conditions: temperature 0 celsius, time 30 minute. Product: Cl.C(C)OC(CC1=CC(=CC=C1)NN)=O ((3-Hydrazinophenyl)acetic acid ethyl ester hydrochloride). Yield: 87.7%. RXN SMILES: [CH2:1]([O:3][C:4](=[O:13])[CH2:5][C:6]1[CH:11]=[CH:10][CH:9]=[C:8]([NH2:12])[CH:7]=1)[CH3:2].[N:14]([O-])=O.[Na+].O.O.[Cl:20][Sn]Cl>Cl>[ClH:20].[CH2:1]([O:3][C:4](=[O:13])[CH2:5][C:6]1[CH:11]=[CH:10][CH:9]=[C:8]([NH:12][NH2:14])[CH:7]=1)[CH3:2] |f:1.2,3.4.5,7.8|. Reported procedure: To a mixture of (3-aminophenyl)acetic acid ethyl ester (15 g, 84 mmol) in conc. HCl (20 mL) was added sodium nitrite (6 g, 87 mmol) aqueous solution dropwise under ice-salt bath. The resulting mixture was stirred at 0° C. for 30 min and then added a solution of SnCl2.2H2O (38 g, 168 mmol) in conc. HCl dropwise also at such a rate that the reaction mixture never rose above 5° C. After the addition was completed, the mixture was stirred for another 2 h at room temperature. The precipitate was coll...